describe an organic reaction: reactants, conditions, products, and yield From a dataset of the Open Reaction Database (ORD), a public repository of structured organic reaction records. Reactants: CC#N, ClCCl, Cl, CCOC(=O)C1CCN(c2[nH]ncc2[N+](=O)[O-])CC(F)C1=O, O=C1CCN(c2[nH]ncc2[N+](=O)[O-])CC1F, CCOC(=O)C=[N+]=[N-]. Yields the product O=C1CCCN(c2[nH]ncc2[N+](=O)[O-])CC1F. Reaction SMILES: [CH3:48][C:49]#[N:50].[Cl:51][CH2:52][Cl:53].[ClH:47].[F:17][CH:18]1[C:19](=[O:38])[CH:20]([C:33]([O:34][CH2:35][CH3:36])=[O:37])[CH2:21][CH2:22][N:23]([c:25]2[c:26]([N+:30](=[O:31])[O-:32])[cH:27][n:28][nH:29]2)[CH2:24]1.[F:1][CH:2]1[C:3](=[O:4])[CH2:5][CH2:6][N:7]([c:8]2[nH:9][n:10][cH:11][c:12]2[N+:13]([O-:14])=[O:15])[CH2:16]1.[N+:39](=[CH:40][C:41]([O:42][CH2:43][CH3:44])=[O:45])=[N-:46]>>[F:17][CH:18]1[C:19](=[O:38])[CH2:20][CH2:21][CH2:22][N:23]([c:25]2[c:26]([N+:30](=[O:31])[O-:32])[cH:27][n:28][nH:29]2)[CH2:24]1. The reactants are C1(=CC=CC=C1)S(=O)(=O)N1C(=CC=2C1=NC=C(C2)Br)C (1-Benzenesulfonyl-5-bromo-2-methyl-1H-pyrrolo[2,3-b]pyridine), CN1CCN(CC1)CC1=CC=C(C=C1)B(O)O (4-((4-methylpiperazin-1-yl)methyl)phenylboronic acid), C([O-])([O-])=O.[Na+].[Na+] (sodium carbonate). Reagents/catalysts: Cl[Pd]([P](C1=CC=CC=C1)(C2=CC=CC=C2)C3=CC=CC=C3)([P](C4=CC=CC=C4)(C5=CC=CC=C5)C6=CC=CC=C6)Cl (PdCl2(PPh3)2). The solvent is C(C)#N (acetonitrile), O (water). Yields the product CC1=CC=2C(=NC=C(C2)C2=CC=C(C=C2)CN2CCN(CC2)C)N1S(=O)(=O)C1=CC=CC=C1 (2-methyl-5-(4-((4-methylpiperazin-1-yl)methyl)phenyl)-1-(phenylsulfonyl)-1H-pyrrolo[2,3-b]pyridine). The yield is 74.1%. As a reaction SMILES: [C:1]1([S:7]([N:10]2[C:14]3=[N:15][CH:16]=[C:17](Br)[CH:18]=[C:13]3[CH:12]=[C:11]2[CH3:20])(=[O:9])=[O:8])[CH:6]=[CH:5][CH:4]=[CH:3][CH:2]=1.[CH3:21][N:22]1[CH2:27][CH2:26][N:25]([CH2:28][C:29]2[CH:34]=[CH:33][C:32](B(O)O)=[CH:31][CH:30]=2)[CH2:24][CH2:23]1.C(=O)([O-])[O-].[Na+].[Na+]>C(#N)C.Cl[Pd](Cl)([P](C1C=CC=CC=1)(C1C=CC=CC=1)C1C=CC=CC=1)[P](C1C=CC=CC=1)(C1C=CC=CC=1)C1C=CC=CC=1.O>[CH3:20][C:11]1[N:10]([S:7]([C:1]2[CH:6]=[CH:5][CH:4]=[CH:3][CH:2]=2)(=[O:9])=[O:8])[C:14]2=[N:15][CH:16]=[C:17]([C:32]3[CH:31]=[CH:30][C:29]([CH2:28][N:25]4[CH2:26][CH2:27][N:22]([CH3:21])[CH2:23][CH2:24]4)=[CH:34][CH:33]=3)[CH:18]=[C:13]2[CH:12]=1 |f:2.3.4,^1:49,68|. Reported procedure: 1-Benzenesulfonyl-5-bromo-2-methyl-1H-pyrrolo[2,3-b]pyridine (378 mg, 1.076 mmole) and 4-((4-methylpiperazin-1-yl)methyl)phenylboronic acid (303 mg, 1.29 mmole) are dissolved in acetonitrile (10 mL) and treated with 10 mL 1 M sodium carbonate solution. To this is added 40 mg of PdCl2(PPh3)2 catalyst, and the mixture is irradiated for 5 minutes at 150 degrees in a Biotage microwave reactor. After cooling, the reaction mixture is diluted with water and extracted with ethyl acetate, dried, and conc... The reactants are 22.3, NC1=CC=CC=2C(C3=CC=CC=C3C(C12)=O)=O (1-aminoanthraquinone), N1=C(Cl)N=C(Cl)N=C1Cl (cyanuryl chloride). The product is ClC1=NC(=NC(=N1)C1=C(C=2C(C3=CC=CC=C3C(C2C=C1)=O)=O)N)C1=C(C=2C(C3=CC=CC=C3C(C2C=C1)=O)=O)N (2-chloro-4,6-bis-(1-aminoanthraquinonyl)-s-triazine). The solvent is [N+](=O)([O-])C1=CC=CC=C1 (nitrobenzene). Reported procedure: A dispersion of 22.3 parts of 1-aminoanthraquinone in 200 ml of nitrobenzene was brought to 100° C. and additioned with 9.22 parts of cyanuryl chloride and successively brought to 190° C. for 2 hours. The reaction mixture was filtered at a temperature of 150° C. and the cake was washed several times with methanol and then with n-heptane and was dried in an oven at a temperature of 110° C. About 23 parts of 2-chloro-4,6-bis-(1-aminoanthraquinonyl)-s-triazine were obtained. Reaction conditions: time 2 hour. Reaction SMILES: [NH2:1][C:2]1[C:15]2[C:14](=[O:16])[C:13]3[C:8](=[CH:9][CH:10]=[CH:11][CH:12]=3)[C:7](=[O:17])[C:6]=2[CH:5]=[CH:4][CH:3]=1.[N:18]1[C:25](Cl)=[N:24][C:22](Cl)=[N:21][C:19]=1[Cl:20]>[N+](C1C=CC=CC=1)([O-])=O>[Cl:20][C:19]1[N:18]=[C:25]([C:3]2[CH:4]=[CH:5][C:6]3[C:7](=[O:17])[C:8]4[C:13](=[CH:12][CH:11]=[CH:10][CH:9]=4)[C:14](=[O:16])[C:15]=3[C:2]=2[NH2:1])[N:24]=[C:22]([C:3]2[CH:4]=[CH:5][C:6]3[C:7](=[O:17])[C:8]4[C:13](=[CH:12][CH:11]=[CH:10][CH:9]=4)[C:14](=[O:16])[C:15]=3[C:2]=2[NH2:1])[N:21]=1. Reactants: C(=O)C=1C=NC=CC1C=1C=C(C#N)C=CC1 (3-(3-formyl-pyridin-4-yl)-benzonitrile), FC=1C=C(C=CC1OC)[Mg]Br (3-fluoro-4-methoxyphenylmagnesium bromide). Solvent: C1CCOC1 (THF), C1CCOC1 (THF). The product is FC=1C=C(C=CC1OC)C(C=1C=NC=CC1C=1C=C(C#N)C=CC1)O (3-{3-[(3-fluoro-4-methoxy-phenyl)-hydroxy-methyl]-pyridin-4-yl}-benzonitrile). Reaction SMILES: [CH:1]([C:3]1[CH:4]=[N:5][CH:6]=[CH:7][C:8]=1[C:9]1[CH:10]=[C:11]([CH:14]=[CH:15][CH:16]=1)[C:12]#[N:13])=[O:2].[F:17][C:18]1[CH:19]=[C:20]([Mg]Br)[CH:21]=[CH:22][C:23]=1[O:24][CH3:25]>C1COCC1>[F:17][C:18]1[CH:19]=[C:20]([CH:1]([OH:2])[C:3]2[CH:4]=[N:5][CH:6]=[CH:7][C:8]=2[C:9]2[CH:10]=[C:11]([CH:14]=[CH:15][CH:16]=2)[C:12]#[N:13])[CH:21]=[CH:22][C:23]=1[O:24][CH3:25]. Reported procedure: To a solution of 3-(3-formyl-pyridin-4-yl)-benzonitrile (15 mg, 0.075 mmol) in THF (1 mL) at −78° C. was added 0.5 M 3-fluoro-4-methoxyphenylmagnesium bromide in THF (0.3 mL). The reaction mixture was quenched with ammonium chloride and extracted with ethyl acetate. The organic layer was dried over sodium sulfate, concentrated, and the residue purified by flash chromatography eluted with 5% methanol in dichloromethane to yield 3-{3-[(3-fluoro-4-methoxy-phenyl)-hydroxy-methyl]-pyridin-4-yl}-benzo...